Dataset: the Open Reaction Database (ORD), a public repository of structured organic reaction records. Task: describe an organic reaction: reactants, conditions, products, and yield Product: CCc1ccc(I)c(OC(C)C)c1. RXN SMILES: [C:11](=[O:12])([O-:13])[O-:14].[CH2:1]([CH3:2])[c:3]1[cH:4][cH:5][c:6]([I:10])[c:7]([OH:9])[cH:8]1.[I:17][CH:18]([CH3:19])[CH3:20].[K+:15].[K+:16].[OH2:21]>>[CH2:1]([CH3:2])[c:3]1[cH:4][cH:5][c:6]([I:10])[c:7]([O:9][CH:18]([CH3:19])[CH3:20])[cH:8]1. Reactants: O=C([O-])[O-], CCc1ccc(I)c(O)c1, CC(C)I, [K+], [K+], O.